This data is from the Open Reaction Database (ORD), a public repository of structured organic reaction records. The task is: describe an organic reaction: reactants, conditions, products, and yield Starting materials: O1C=C(C=C1)C(=O)O (3-Furoic acid), C(C)(C)C1=C(C(=CC(=C1)C(C)C)C(C)C)S(=O)(=O)Cl (2,4,6-triisopropyl benzene-sulfonyl chloride), [Si](C)(C)(C(C)(C)C)O[C@H]1[C@@H](O[C@@H]([C@H]1O[Si](C)(C)C(C)(C)C)C)N1C(=O)N=C(N)C(=C1)F (2',3'-bis-O-(tert-butyldimethylsilyl)-5'-deoxy-5-fluorocytidine). The reagents and catalysts are CN(C1=CC=NC=C1)C (4-dimethylaminopyridine). Solvent: N1=CC=CC=C1 (pyridine). Run at time 1 hour. Product: FC=1C(=NC(N([C@H]2[C@H](O)[C@H](O)[C@@H](C)O2)C1)=O)NC(=O)C1=COC=C1 (5'-deoxy-5-fluoro-N4 -(3-furoyl)cytidine). Yield: 76.8%. RXN SMILES: [O:1]1[CH:5]=[CH:4][C:3]([C:6]([OH:8])=O)=[CH:2]1.C(C1C=C(C(C)C)C=C(C(C)C)C=1S(Cl)(=O)=O)(C)C.[Si]([O:35][C@@H:36]1[C@H:40]([O:41][Si](C(C)(C)C)(C)C)[C@@H:39]([CH3:49])[O:38][C@H:37]1[N:50]1[CH:57]=[C:56]([F:58])[C:54]([NH2:55])=[N:53][C:51]1=[O:52])(C(C)(C)C)(C)C>N1C=CC=CC=1.CN(C)C1C=CN=CC=1>[F:58][C:56]1[C:54]([NH:55][C:6]([C:3]2[CH:4]=[CH:5][O:1][CH:2]=2)=[O:8])=[N:53][C:51](=[O:52])[N:50]([CH:57]=1)[C@@H:37]1[O:38][C@H:39]([CH3:49])[C@@H:40]([OH:41])[C@H:36]1[OH:35]. Procedure details: 3-Furoic acid (0.355 g) and 2,4,6-triisopropyl benzene-sulfonyl chloride (0.96 g) were dissolved in dry pyridine (5 ml). The mixture was stirred for 1 hour. To the mixture were added 2',3'-bis-O-(tert-butyldimethylsilyl)-5'-deoxy-5-fluorocytidine (1.0 g) obtained in Reference example (a) and 4-dimethylaminopyridine (0.80 g). After stirring of the mixture for 12 hours at room temperature. pyridine was evaporated under reduced pressure. The residue was then treated as in Example 48 to give 0.55 g ... Starting materials: [Mg] (magnesium ribbon), II (iodine), CCOCC (ether), solution, BrC1=C(CBr)C=C(C=C1)SC (2-bromo-5-(methylthio)benzyl bromide), CCOCC (ether). Conditions: time 2 hour. The product is BrC1=C(C=C(C=C1)SC)CCCO (3-(2-Bromo-5-(methylthio)phenyl)-1-propanol). As a reaction SMILES: [Mg].II.[Br:4][C:5]1[CH:12]=[CH:11][C:10]([S:13][CH3:14])=[CH:9][C:6]=1[CH2:7]Br.[CH3:15][CH2:16][O:17]CC>>[Br:4][C:5]1[CH:12]=[CH:11][C:10]([S:13][CH3:14])=[CH:9][C:6]=1[CH2:7][CH2:15][CH2:16][OH:17]. Reported procedure: To a suspension of 25.0 g of magnesium ribbon in a solution of 0.5 g of iodine in 550 ml of anhydrous ether is added 5 ml of a solution of 296.0 g of 2-bromo-5-(methylthio)benzyl bromide in 250 ml of anhydrous ether. The reaction is initiated by gentle heating, and the remainder of the solution is then added dropwise so as to maintain a reflux. Subsequently, the mixture is heated and stirred under reflux for one hour, and then cooled to 10°. A stream of nitrogen gas that has been bubbled through... The reactants are NCC(C(=O)O)CC(CCCC(C)C)(C)C (2-Aminomethyl-4,4,8-trimethyl-nonanoic acid), NCC(C(=O)O)CCCCCC(C)C (2-Aminomethyl-8-methyl-nonanoic acid), C1(CC1)C(=O)OC1=C(C=C(C=C1C(C)(C)C)C)C(C)(C)C (2,6-di-t-butyl-4-methylphenyl cyclopropylcarboxylate). The product is NCC(C(=O)O)CC1(CC1)CCCC(C)C (3-Amino-2-[1-(4-methyl-pentyl)-cyclopropylmethyl]-propionic acid). RXN SMILES: [NH2:1][CH2:2][CH:3]([CH2:7][C:8]([CH3:16])([CH3:15])[CH2:9][CH2:10][CH2:11][CH:12]([CH3:14])[CH3:13])[C:4]([OH:6])=[O:5].NCC(CCCCCC(C)C)C(O)=O.C1(C(OC2C(C(C)(C)C)=CC(C)=CC=2C(C)(C)C)=O)CC1>>[NH2:1][CH2:2][CH:3]([CH2:7][C:8]1([CH2:9][CH2:10][CH2:11][CH:12]([CH3:13])[CH3:14])[CH2:15][CH2:16]1)[C:4]([OH:6])=[O:5]. Procedure: A procedure similar to that of 2-Aminomethyl-4,4,8-trimethyl-nonanoic acid was utilized to prepare 2-Aminomethyl-8-methyl-nonanoic acid from 2,6-di-t-butyl-4-methylphenyl cyclopropylcarboxylate. m/z 228.2 (M+). The reactants are N1=CC=CC=C1 (pyridine), C(C)(=O)OC(C)=O (acetic anhydride), NC(C)(C)C1=CC=C(C=C1)C1=NC(=NC=C1C#N)NC1=CC=C(C=C1)F (4-[4-(1-Amino-1-methylethyl)phenyl]-5-cyano-N-(4-fluorophenyl)pyrimidine-2-amine). Run in C(Cl)(Cl)Cl (CHCl3). Run at time 6 hour. Yields the product C(C)(=O)NC(C)(C)C1=CC=C(C=C1)C1=NC(=NC=C1C#N)NC1=CC=C(C=C1)F (4-[4-(1-Acetamido-1-methylethyl)phenyl]-5-cyano-N -4-fluorophenyl pyrimidine-2-amine). RXN SMILES: [NH2:1][C:2]([C:5]1[CH:10]=[CH:9][C:8]([C:11]2[C:16]([C:17]#[N:18])=[CH:15][N:14]=[C:13]([NH:19][C:20]3[CH:25]=[CH:24][C:23]([F:26])=[CH:22][CH:21]=3)[N:12]=2)=[CH:7][CH:6]=1)([CH3:4])[CH3:3].N1C=CC=CC=1.[C:33](OC(=O)C)(=[O:35])[CH3:34]>C(Cl)(Cl)Cl>[C:33]([NH:1][C:2]([C:5]1[CH:10]=[CH:9][C:8]([C:11]2[C:16]([C:17]#[N:18])=[CH:15][N:14]=[C:13]([NH:19][C:20]3[CH:21]=[CH:22][C:23]([F:26])=[CH:24][CH:25]=3)[N:12]=2)=[CH:7][CH:6]=1)([CH3:4])[CH3:3])(=[O:35])[CH3:34]. Procedure: To a suspension of the compound of Example 20 (100 mg 0.29 mmol) in CHCl3 (8 mL) was added pyridine (0.1 mL) and acetic anhydride (0.1 mL). The reaction was stirred at ambient temperature for 6 h. The reaction was then washed with 2M HCl and saturated NaHCO3, dried (MgSO4), and concentrated under reduced pressure to give the title compound (103 mg) as a yellow solid, m.p. 212-216°. δH 8.69 (1H, s), 8.06 (2H, d, J 8.4 Hz), 7.63-7.60 (2H, m), 7.56 (2H, d, J 8.4 Hz), 7.12-7.08 (2H, m), 5.82 (1H, s)... As a reaction SMILES: [C:43]([c:44]1[cH:45][cH:46][cH:47][cH:48][cH:49]1)(=[S:50])[OH:51].[CH3:34][n:35]1[c:36]([CH2:40][CH2:41][OH:42])[n:37][cH:38][cH:39]1.[CH3:57][CH2:58][O:59][C:60](=[O:61])[CH3:62].[O:20]=[C:21]([O:22][CH:23]([CH3:24])[CH3:25])[N:26]=[N:27][C:28]([O:29][CH:30]([CH3:31])[CH3:32])=[O:33].[O:52]1[CH2:53][CH2:54][CH2:55][CH2:56]1.[c:1]1([P:2]([c:3]2[cH:4][cH:5][cH:6][cH:7][cH:8]2)[c:9]2[cH:10][cH:11][cH:12][cH:13][cH:14]2)[cH:15][cH:16][cH:17][cH:18][cH:19]1>>[CH3:34][n:35]1[c:36]([CH2:40][CH2:41][S:50][C:43]([c:44]2[cH:45][cH:46][cH:47][cH:48][cH:49]2)=[O:51])[n:37][cH:38][cH:39]1. The product is Cn1ccnc1CCSC(=O)c1ccccc1. Reactants: OC(=S)c1ccccc1, Cn1ccnc1CCO, CCOC(C)=O, CC(C)OC(=O)N=NC(=O)OC(C)C, C1CCOC1, c1ccc(P(c2ccccc2)c2ccccc2)cc1. Starting materials: ClC1=CC2=C(N(C(N2)=O)C2CCN(CC2)C(=O)OC(C)(C)C)C=C1OC(C)C (1,1-dimethylethyl 4-{5-chloro-6-[(1-methylethyl)oxy]-2-oxo-2,3-dihydro-1H-benzimidazol-1-yl}-1-piperidinecarboxylate), FC(C(=O)O)(F)F (trifluoroacetic acid). Solvent: ClCCl (dichloromethane). Conditions: time 1 hour. The product is ClC1=CC2=C(N(C(N2)=O)C2CCNCC2)C=C1OC(C)C (5-Chloro-6-[(1-methylethyl)oxy]-1-(4-piperidinyl)-1,3-dihydro-2H-benzimidazol-2-one). The yield is 89.2%. Reaction SMILES: [Cl:1][C:2]1[C:24]([O:25][CH:26]([CH3:28])[CH3:27])=[CH:23][C:5]2[N:6]([CH:10]3[CH2:15][CH2:14][N:13](C(OC(C)(C)C)=O)[CH2:12][CH2:11]3)[C:7](=[O:9])[NH:8][C:4]=2[CH:3]=1.FC(F)(F)C(O)=O>ClCCl>[Cl:1][C:2]1[C:24]([O:25][CH:26]([CH3:28])[CH3:27])=[CH:23][C:5]2[N:6]([CH:10]3[CH2:11][CH2:12][NH:13][CH2:14][CH2:15]3)[C:7](=[O:9])[NH:8][C:4]=2[CH:3]=1. Procedure: A solution of 1,1-dimethylethyl 4-{5-chloro-6-[(1-methylethyl)oxy]-2-oxo-2,3-dihydro-1H-benzimidazol-1-yl}-1-piperidinecarboxylate (D86, 140 mg, 0.34 mmol) in dichloromethane (3 ml) was treated with trifluoroacetic acid (3 ml) and stirred at room temperature under argon for 1 hr. The mixture was concentrated under vacuum and the residue treated with 10% Na2CO3 solution and extracted with ethyl acetate (×3). The combined extract was dried (MgSO4) and concentrated under vacuum to leave the title c... The reactants are C1(=CC=CC=C1)N1C(C(=C(C=C1)CC=1N=NNC1)OC)=O (1-Phenyltriazolylmethyl-3-methoxypyridine-2-one), B(Br)(Br)Br (BBr3), C(Cl)Cl (CH2Cl2), 148a. Product: C1(=CC=CC=C1)N1C(C(=C(C=C1)CC=1N=NNC1)O)=O (1-Phenyltriazolylmethyl-3-hydroxypyridine-2-one). The yield is 61.1%. As a reaction SMILES: [C:1]1([N:7]2[CH:12]=[CH:11][C:10]([CH2:13][C:14]3[N:15]=[N:16][NH:17][CH:18]=3)=[C:9]([O:19]C)[C:8]2=[O:21])[CH:6]=[CH:5][CH:4]=[CH:3][CH:2]=1.B(Br)(Br)Br.C(Cl)Cl>>[C:1]1([N:7]2[CH:12]=[CH:11][C:10]([CH2:13][C:14]3[N:15]=[N:16][NH:17][CH:18]=3)=[C:9]([OH:19])[C:8]2=[O:21])[CH:2]=[CH:3][CH:4]=[CH:5][CH:6]=1. Procedure details: Reaction of 151a (0.212 g, 0.75 mmol) and 1M BBr3 in CH2Cl2 (1.5 equiv) within 48 h as described for the synthesis of 148a gave compound 152a (0.123 g, 61%) as light brown solid. 1H NMR (DMSO-d6, 400 MHz) δ 5.27 (2H, s), 6.13 (1H, t, J=6.4), 6.67 (1H, d, J=7.2), 7.30 (1H, d, J=5.6), 7.45-7.49 (1H, m), 7.57 (2H, t, J=7.6), 7.87 (2H, d, J=8.0), 8.73 (1H, s), 9.08 (1H, s); 13C NMR (101 MHz, CDCl3) δ 136.59, 129.60, 128.94, 122.29, 120.62, 107.99, 29.29. (quaternary carbons were not seen). HRMS (EI)... Reactants: CNC(=O)C1=C(C=CC=C1OC)N, CC1=NN(C(=C1)NC2=NC=C(C(=C2)I)C(F)(F)F)C. The reagents and catalysts are C(=O)([O-])[O-].[Cs+].[Cs+], CC1(C2=C(C(=CC=C2)P(C3=CC=CC=C3)C4=CC=CC=C4)OC5=C1C=CC=C5P(C6=CC=CC=C6)C7=CC=CC=C7)C, CC(=O)O.CC(=O)O.[Pd]. The solvent is C1COCCO1. Run at temperature 100 celsius. Product: CC1=NN(C(=C1)NC2=NC=C(C(=C2)NC3=C(C(=CC=C3)OC)C(=O)NC)C(F)(F)F)C. Yield: 46.0%. Reported procedure: A suspension of 2-amino-6-methoxy-N-methylbenzamide (8.84 g, 49.07 mmol), N-(1,3-dimethyl-1H-pyrazol-5-yl)-4-iodo-5-(trifluoromethyl)pyridin-2-amine (12.5 g, 32.71 mmol), diacetoxypalladium (0.367 g, 1.64 mmol), (9,9-dimethyl-9H-xanthene-4,5-diyl)bis(diphenylphosphine) (1.893 g, 3.27 mmol) and cesium carbonate (19.18 g, 58.88 mmol) in dioxane (130 mL) was degassed with argon, which was also let to bubble for 10 minutes then stirred at reflux for 6h. The reaction mixture was allowed to cool to rt...